From a dataset of the Open Reaction Database (ORD), a public repository of structured organic reaction records. describe an organic reaction: reactants, conditions, products, and yield Starting materials: O=C([O-])[O-], CN(C)C=O, C=C(C)CCl, O=c1[nH]ncc(Cl)c1Cl, [K+], [K+]. Yields the product C=C(C)Cn1ncc(Cl)c(Cl)c1=O. As a reaction SMILES: [C:15](=[O:16])([O-:17])[O-:18].[CH3:21][N:22]([CH3:23])[CH:24]=[O:25].[Cl:10][CH2:11][C:12](=[CH2:13])[CH3:14].[Cl:1][c:2]1[c:3](=[O:9])[nH:4][n:5][cH:6][c:7]1[Cl:8].[K+:19].[K+:20]>>[Cl:1][c:2]1[c:3](=[O:9])[n:4]([CH2:13][C:12](=[CH2:11])[CH3:14])[n:5][cH:6][c:7]1[Cl:8]. Starting materials: CC(C)(C)OC(=O)NC1Cc2ccc(OC(=O)c3ccccc3)cc2C1, CC(=O)O, Cl, C1COCCO1. The product is NC1Cc2ccc(OC(=O)c3ccccc3)cc2C1, Cl. Reaction SMILES: [C:1]([c:2]1[cH:3][cH:4][cH:5][cH:6][cH:7]1)(=[O:8])[O:9][c:10]1[cH:11][c:12]2[c:16]([cH:17][cH:18]1)[CH2:15][CH:14]([NH:19][C:20]([O:21][C:22]([CH3:23])([CH3:24])[CH3:25])=[O:26])[CH2:13]2.[CH3:34][C:35](=[O:36])[OH:37].[ClH:33].[O:27]1[CH2:28][CH2:29][O:30][CH2:31][CH2:32]1>>[C:1]([c:2]1[cH:3][cH:4][cH:5][cH:6][cH:7]1)(=[O:8])[O:9][c:10]1[cH:11][c:12]2[c:16]([cH:17][cH:18]1)[CH2:15][CH:14]([NH2:19])[CH2:13]2.[ClH:33]. Reactants: N1CC(CCC1)NC(=O)C1=C(N=C(S1)C1=CC=C(C=C1)Cl)C (N-(piperidin-3-yl)-2-(4-chlorophenyl)-4-methylthiazole-5-carboxamide), C(=O)C=1C=C(C=CC1OC)OB(O)O (3-formyl-4-methoxyphenylboric acid). Product: ClC1=CC=C(C=C1)C=1SC(=C(N1)C)C(=O)NC1CN(CCC1)C=1C=CC(=C(C=O)C1)OC (5-[3-[[2-(4-Chlorophenyl)-4-methylthiazol-5-yl]carbonylamino]piperidin-1-yl]-2-methoxybenzaldehyde). The yield is 14.0%. As a reaction SMILES: [NH:1]1[CH2:6][CH2:5][CH2:4][CH:3]([NH:7][C:8]([C:10]2[S:14][C:13]([C:15]3[CH:20]=[CH:19][C:18]([Cl:21])=[CH:17][CH:16]=3)=[N:12][C:11]=2[CH3:22])=[O:9])[CH2:2]1.[CH:23]([C:25]1[CH:26]=[C:27](OB(O)O)[CH:28]=[CH:29][C:30]=1[O:31][CH3:32])=[O:24]>>[Cl:21][C:18]1[CH:17]=[CH:16][C:15]([C:13]2[S:14][C:10]([C:8]([NH:7][CH:3]3[CH2:4][CH2:5][CH2:6][N:1]([C:27]4[CH:28]=[CH:29][C:30]([O:31][CH3:32])=[C:25]([CH:26]=4)[CH:23]=[O:24])[CH2:2]3)=[O:9])=[C:11]([CH3:22])[N:12]=2)=[CH:20][CH:19]=1. Procedure details: Using N-(piperidin-3-yl)-2-(4-chlorophenyl)-4-methylthiazole-5-carboxamide (254 mg, 0.756 mmol) and 3-formyl-4-methoxyphenylboric acid (273 mg, 1.52 mmol), the same procedure was followed as in Example 2 to give 49.8 mg (14%) of the desired compound as a yellow powder. Reactants: C1(CCCC1)CC(C(=O)O)C1=CC=C(C=C1)S(=O)(=O)C (3-cyclopentyl-2-(4-methanesulfonylphenyl)propionic acid), C(C)OC(CSC1=CN=C(S1)N)=O ((2-aminothiazol-5-ylsulfanyl)-acetic acid ethyl ester). Yields the product C(C)OC(CSC1=CN=C(S1)NC(C(CC1CCCC1)C1=CC=C(C=C1)S(=O)(=O)C)=O)=O ({2-[3-Cyclopentyl-2-(4-methanesulfonyl-phenyl)-propionylamino]-thiazol-5-ylsulfanyl}-acetic acid ethyl ester). Reaction SMILES: [CH:1]1([CH2:6][CH:7]([C:11]2[CH:16]=[CH:15][C:14]([S:17]([CH3:20])(=[O:19])=[O:18])=[CH:13][CH:12]=2)[C:8]([OH:10])=O)[CH2:5][CH2:4][CH2:3][CH2:2]1.[CH2:21]([O:23][C:24](=[O:33])[CH2:25][S:26][C:27]1[S:31][C:30]([NH2:32])=[N:29][CH:28]=1)[CH3:22]>>[CH2:21]([O:23][C:24](=[O:33])[CH2:25][S:26][C:27]1[S:31][C:30]([NH:32][C:8](=[O:10])[CH:7]([C:11]2[CH:16]=[CH:15][C:14]([S:17]([CH3:20])(=[O:19])=[O:18])=[CH:13][CH:12]=2)[CH2:6][CH:1]2[CH2:2][CH2:3][CH2:4][CH2:5]2)=[N:29][CH:28]=1)[CH3:22]. Procedure: {2-[3-Cyclopentyl-2-(4-methanesulfonyl-phenyl)-propionylamino]-thiazol-5-ylsulfanyl}-acetic acid ethyl ester was prepared from 3-cyclopentyl-2-(4-methanesulfonylphenyl)propionic acid and (2-aminothiazol-5-ylsulfanyl)-acetic acid ethyl ester as described in Example 1. 1H-NMR (CDCl3): δ 11.78 (broad s, 1H), 7.88 (d, 2H), 7.57 (d, 2H), 7.54 (s, 1H), 4.18 (q, 2H), 3.80 (t, 1H), 3.46 (s, 2H), 3.05 (s, 3H), 2.31-2.23 (m, 1H), 1.92-1.85 (m, 1H), 1.80-1.40 (m, 7H), 1.26 (t, 3H), 1.12 (m, 2H); HPLC-MS: m...